From a dataset of the Open Reaction Database (ORD), a public repository of structured organic reaction records. describe an organic reaction: reactants, conditions, products, and yield Starting materials: C1(=CC=CC=C1)P1(C(=CC(C=C1C1=CC=CC=C1)=O)C1=CC=CC=C1)=O (1,2,6-triphenylphospha-2,5-cyclohexadien-4-one P-oxide), C(CC#N)#N (malononitrile). The reagents and catalysts are N1CCCCC1 (piperidine). Solvent: C(C)O (ethanol). Product: C(#N)C(=C1C=C(P(C(=C1)C1=CC=CC=C1)(C1=CC=CC=C1)=O)C1=CC=CC=C1)C#N (4-dicyanomethylene-1,2,6-triphenylphospha-2,5-cyclohexadiene P-oxide). Isolated yield 87.1%. RXN SMILES: [C:1]1([P:7]2(=[O:26])[C:12]([C:13]3[CH:18]=[CH:17][CH:16]=[CH:15][CH:14]=3)=[CH:11][C:10](=O)[CH:9]=[C:8]2[C:20]2[CH:25]=[CH:24][CH:23]=[CH:22][CH:21]=2)[CH:6]=[CH:5][CH:4]=[CH:3][CH:2]=1.[C:27](#[N:31])[CH2:28][C:29]#[N:30]>C(O)C.N1CCCCC1>[C:29]([C:28]([C:27]#[N:31])=[C:10]1[CH:11]=[C:12]([C:13]2[CH:18]=[CH:17][CH:16]=[CH:15][CH:14]=2)[P:7](=[O:26])([C:1]2[CH:2]=[CH:3][CH:4]=[CH:5][CH:6]=2)[C:8]([C:20]2[CH:25]=[CH:24][CH:23]=[CH:22][CH:21]=2)=[CH:9]1)#[N:30]. Procedure: To a mixture of 0.25 g of 1,2,6-triphenylphospha-2,5-cyclohexadien-4-one P-oxide and 0.060 g of malononitrile in 100 ml of ethanol was added 1 drop of piperidine. The red mixture was heated on a steam bath for about one hour, then allowed to cool to room temperature overnight. The product crystallized as dark greenish brown metallic needles. It was collected and dried to give 0.247 g of 4-dicyanomethylene-1,2,6-triphenylphospha-2,5-cyclohexadiene P-oxide, whose structure was confirmed by 1HNMR a... The reactants are N1=C(C=CC2=CC=CC=C12)C=O (2-quinolinecarboxaldehyde), [N+](=O)([O-])C1=C(C(=O)NN)C=CC=C1 (o-nitrobenzhydrazide). Run in C(C)O (ethanol). The product is N1=C(C=CC2=CC=CC=C12)C=NNC(C1=C(C=CC=C1)[N+](=O)[O-])=O (2-nitrobenzoic acid (2-quinolinylmethylene)hydrazide). Yield: 32.4%. Reaction SMILES: [N:1]1[C:10]2[C:5](=[CH:6][CH:7]=[CH:8][CH:9]=2)[CH:4]=[CH:3][C:2]=1[CH:11]=O.[N+:13]([C:16]1[CH:25]=[CH:24][CH:23]=[CH:22][C:17]=1[C:18]([NH:20][NH2:21])=[O:19])([O-:15])=[O:14]>C(O)C>[N:1]1[C:10]2[C:5](=[CH:6][CH:7]=[CH:8][CH:9]=2)[CH:4]=[CH:3][C:2]=1[CH:11]=[N:21][NH:20][C:18](=[O:19])[C:17]1[CH:22]=[CH:23][CH:24]=[CH:25][C:16]=1[N+:13]([O-:15])=[O:14]. Procedure details: A mixture of 2.99 gm (0.019 mole) of 2-quinolinecarboxaldehyde, 3.44 gm (0.019 mole) of o-nitrobenzhydrazide and 150 ml of absolute ethanol is refluxed 9 hrs. The solvent is evaporated in vacuo. The solid is crystallized from methanol to give 1.97 gm (32%) of title compound, having a melting point of 195°-196° C. As a reaction SMILES: [C:1]([CH3:2])([CH3:3])([CH3:4])[O:5][C:6]([NH:7][c:8]1[cH:9][cH:10][c:11](-[c:14]2[n:15]([CH:26]3[CH2:27][CH2:28][CH2:29]3)[c:16]3[cH:17][c:18]([Br:25])[cH:19][cH:20][c:21]3[c:22]2[C:23]#[N:24])[cH:12][cH:13]1)=[O:30].[CH2:39]1[O:40][CH2:41][CH2:42][CH2:43]1.[CH:31]1([B:34]([OH:35])[OH:36])[CH2:32][CH2:33]1.[F-:37].[K+:38]>>[C:1]([CH3:2])([CH3:3])([CH3:4])[O:5][C:6]([NH:7][c:8]1[cH:9][cH:10][c:11](-[c:14]2[n:15]([CH:26]3[CH2:27][CH2:28][CH2:29]3)[c:16]3[cH:17][c:18]([CH:31]4[CH2:32][CH2:33]4)[cH:19][cH:20][c:21]3[c:22]2[C:23]#[N:24])[cH:12][cH:13]1)=[O:30]. Yields the product CC(C)(C)OC(=O)Nc1ccc(-c2c(C#N)c3ccc(C4CC4)cc3n2C2CCC2)cc1. Reactants: CC(C)(C)OC(=O)Nc1ccc(-c2c(C#N)c3ccc(Br)cc3n2C2CCC2)cc1, C1CCOC1, OB(O)C1CC1, [F-], [K+]. Reactants: C(CCCCCCC)(=O)N (octanamide), C(C)N(C1=CC=C(C=O)C=C1)CC (4-(diethylamino)benzaldehyde). Yields the product C(C)N(C1=CC=C(C=C1)C(NC(CCCCCCC)=O)NC(CCCCCCC)=O)CC (N,N′-((4-(diethylamino)phenyl)methylene)dioctanamide). The yield is 68.0%. Reaction SMILES: [C:1]([NH2:10])(=[O:9])[CH2:2][CH2:3][CH2:4][CH2:5][CH2:6][CH2:7][CH3:8].[CH2:11]([N:13]([CH2:22][CH3:23])[C:14]1[CH:21]=[CH:20][C:17]([CH:18]=O)=[CH:16][CH:15]=1)[CH3:12]>>[CH2:11]([N:13]([CH2:22][CH3:23])[C:14]1[CH:21]=[CH:20][C:17]([CH:18]([NH:10][C:1](=[O:9])[CH2:2][CH2:3][CH2:4][CH2:5][CH2:6][CH2:7][CH3:8])[NH:10][C:1](=[O:9])[CH2:2][CH2:3][CH2:4][CH2:5][CH2:6][CH2:7][CH3:8])=[CH:16][CH:15]=1)[CH3:12]. Procedure: Compound 54 was prepared from octanamide and 4-(diethylamino)benzaldehyde using method 1. Yield: 68%. 1H NMR (400 MHz, DMSO). δ 8.21 (d, J=8.0 Hz, 2H), 7.07 (d, J=8.8 Hz, 2H), 6.61 (d, J=8.8 Hz, 2H), 6.42 (t, J=8.0 Hz, 1H), 3.29-3.31 (m, 4H), 2.06-2.14 (m, 4H), 1.47-1.50 (m, 4H), 1.08-1.24 (m, 16H), 1.06 (t, J=7.2 Hz, 6H), 0.94 (t, J=7.2 Hz, 6H). LC-MS (ESI): m/z 446.3 (M+H)+. HRMS (ESI) for C27H48N3O2 (MH+): calcd, 446.3741. found 446.3734. The reactants are CS(=O)(=O)Cl, CCOC(C)=O, [Na+], [OH-], O, O=[N+]([O-])c1ccc2nnn(O)c2c1. The product is CS(=O)(=O)On1nnc2ccc([N+](=O)[O-])cc21. RXN SMILES: [CH3:14][S:15]([Cl:16])(=[O:17])=[O:18].[CH3:19][CH2:20][O:21][C:22](=[O:23])[CH3:24].[Na+:27].[OH-:26].[OH2:25].[OH:1][n:2]1[n:3][n:4][c:5]2[c:6]1[cH:7][c:8]([N+:11](=[O:12])[O-:13])[cH:9][cH:10]2>>[O:1]([n:2]1[n:3][n:4][c:5]2[c:6]1[cH:7][c:8]([N+:11](=[O:12])[O-:13])[cH:9][cH:10]2)[S:15]([CH3:14])(=[O:17])=[O:18]. Reported procedure: 2,4-bis[2-hydroxy-4-(2-hydroxyethoxy)phenyl]-6-(4-chlorophenyl)-s-triazine; 2,4-bis[2-hydroxy-4-(2-hydroxy-4-(2-hydroxyethoxy)phenyl]-6-(2,4-dimethylphenyl)-s-triazine; Yields the product OC1=C(C=CC(=C1)O)C1=NC(=NC(=N1)C1=C(C=C(C=C1)O)O)C1=CC=C(C=C1)Cl (2,4-bis(2,4-dihydroxyphenyl)-6-(4-chlorophenyl)-s-triazine). The reactants are OC1=C(C=CC(=C1)OCCO)C1=NC(=NC(=N1)C1=C(C=C(C=C1)OCCO)O)C1=CC=C(C=C1)Cl (2,4-bis[2-hydroxy-4-(2-hydroxyethoxy)phenyl]-6-(4-chlorophenyl)-s-triazine), OC1=NC(=NC(=N1)C1=C(C=C(C=C1)OCCO)O)C1=C(C=C(C=C1)C)C (2-hydroxy-4-(2-hydroxy-4-(2-hydroxyethoxy)phenyl]-6-(2,4-dimethylphenyl)-s-triazine). RXN SMILES: [OH:1][C:2]1[CH:7]=[C:6]([O:8]CCO)[CH:5]=[CH:4][C:3]=1[C:12]1[N:17]=[C:16]([C:18]2[CH:23]=[CH:22][C:21]([O:24]CCO)=[CH:20][C:19]=2[OH:28])[N:15]=[C:14]([C:29]2[CH:34]=[CH:33][C:32]([Cl:35])=[CH:31][CH:30]=2)[N:13]=1.OC1N=C(C2C=CC(OCCO)=CC=2O)N=C(C2C=CC(C)=CC=2C)N=1>>[OH:1][C:2]1[CH:7]=[C:6]([OH:8])[CH:5]=[CH:4][C:3]=1[C:12]1[N:17]=[C:16]([C:18]2[CH:23]=[CH:22][C:21]([OH:24])=[CH:20][C:19]=2[OH:28])[N:15]=[C:14]([C:29]2[CH:34]=[CH:33][C:32]([Cl:35])=[CH:31][CH:30]=2)[N:13]=1. Starting materials: CC(=O)CC(C)=O, Cc1ccccc1, COc1cc(N)cc(C(F)(F)F)c1, Cc1ccc(S(=O)(=O)O)cc1. The product is COc1cc(NC(C)=CC(C)=O)cc(C(F)(F)F)c1. As a reaction SMILES: [CH3:1][C:2](=[O:3])[CH2:4][C:5]([CH3:6])=[O:7].[CH3:32][c:33]1[cH:34][cH:35][cH:36][cH:37][cH:38]1.[CH3:8][O:9][c:10]1[cH:11][c:12]([NH2:13])[cH:14][c:15]([C:17]([F:18])([F:19])[F:20])[cH:16]1.[c:21]1([CH3:22])[cH:23][cH:24][c:25]([S:26]([OH:27])(=[O:28])=[O:29])[cH:30][cH:31]1>>[CH3:1][C:2](=[O:3])[CH:4]=[C:5]([CH3:6])[NH:13][c:12]1[cH:11][c:10]([O:9][CH3:8])[cH:16][c:15]([C:17]([F:18])([F:19])[F:20])[cH:14]1.